Dataset: the Open Reaction Database (ORD), a public repository of structured organic reaction records. Task: describe an organic reaction: reactants, conditions, products, and yield Reactants: COc1ccc(P2(=S)SP(=S)(c3ccc(OC)cc3)S2)cc1, Cc1ccccc1, O=C(NC(Cc1ccccc1)(c1ccc(F)cc1)c1cc(F)cc(OC(F)(F)C(F)F)c1)c1ccc(F)c(C(F)(F)F)c1. The product is Fc1ccc(C(Cc2ccccc2)(NC(=S)c2ccc(F)c(C(F)(F)F)c2)c2cc(F)cc(OC(F)(F)C(F)F)c2)cc1. RXN SMILES: [CH3:44][O:45][c:46]1[cH:47][cH:48][c:49]([P:50]2(=[S:53])[S:51][P:52]([c:54]3[cH:55][cH:56][c:57]([O:58][CH3:59])[cH:60][cH:61]3)(=[S:62])[S:63]2)[cH:64][cH:65]1.[CH3:66][c:67]1[cH:68][cH:69][cH:70][cH:71][cH:72]1.[F:1][c:2]1[c:3]([C:40]([F:41])([F:42])[F:43])[cH:4][c:5]([C:6](=[O:7])[NH:8][C:9]([CH2:10][c:11]2[cH:12][cH:13][cH:14][cH:15][cH:16]2)([c:17]2[cH:18][cH:19][c:20]([F:23])[cH:21][cH:22]2)[c:24]2[cH:25][c:26]([F:37])[cH:27][c:28]([O:30][C:31]([CH:32]([F:33])[F:34])([F:35])[F:36])[cH:29]2)[cH:38][cH:39]1>>[F:1][c:2]1[c:3]([C:40]([F:41])([F:42])[F:43])[cH:4][c:5]([C:6]([NH:8][C:9]([CH2:10][c:11]2[cH:12][cH:13][cH:14][cH:15][cH:16]2)([c:17]2[cH:18][cH:19][c:20]([F:23])[cH:21][cH:22]2)[c:24]2[cH:25][c:26]([F:37])[cH:27][c:28]([O:30][C:31]([CH:32]([F:33])[F:34])([F:35])[F:36])[cH:29]2)=[S:53])[cH:38][cH:39]1. Reactants: C1CCOC1, Nc1ccc2nn(CCN3CCCC3)cc2c1, O=C=Nc1ccc(Oc2ccccc2)cc1. The product is O=C(Nc1ccc(Oc2ccccc2)cc1)Nc1ccc2nn(CCN3CCCC3)cc2c1. RXN SMILES: [CH2:34]1[O:35][CH2:36][CH2:37][CH2:38]1.[N:1]1([CH2:6][CH2:7][n:8]2[n:9][c:10]3[cH:11][cH:12][c:13]([NH2:17])[cH:14][c:15]3[cH:16]2)[CH2:2][CH2:3][CH2:4][CH2:5]1.[O:18]([c:19]1[cH:20][cH:21][cH:22][cH:23][cH:24]1)[c:25]1[cH:26][cH:27][c:28]([N:31]=[C:32]=[O:33])[cH:29][cH:30]1>>[N:1]1([CH2:6][CH2:7][n:8]2[n:9][c:10]3[cH:11][cH:12][c:13]([NH:17][C:32]([NH:31][c:28]4[cH:27][cH:26][c:25]([O:18][c:19]5[cH:20][cH:21][cH:22][cH:23][cH:24]5)[cH:30][cH:29]4)=[O:33])[cH:14][c:15]3[cH:16]2)[CH2:2][CH2:3][CH2:4][CH2:5]1.